This data is from the Open Reaction Database (ORD), a public repository of structured organic reaction records. The task is: describe an organic reaction: reactants, conditions, products, and yield The reactants are O1C(C(=O)O)C1C(=O)O.C(C)[K] (monoethyl potassium epoxysuccinate), C(C(=O)Cl)(=O)Cl (oxalyl chloride), C(C1=CC=CO1)N (furfurylamine). The product is C(C1=CC=CO1)NC(C1C(C(=O)OCC)O1)=O (ethyl N-furfuryl-2,3-epoxysuccinamate). Isolated yield 47.7%. RXN SMILES: [O:1]1[CH:6]([C:7]([OH:9])=[O:8])[CH:2]1[C:3]([OH:5])=O.[CH2:10]([K])[CH3:11].C(Cl)(=O)C(Cl)=O.[CH2:19]([NH2:25])[C:20]1[O:24][CH:23]=[CH:22][CH:21]=1>>[CH2:19]([NH:25][C:3](=[O:5])[CH:2]1[O:1][CH:6]1[C:7]([O:9][CH2:10][CH3:11])=[O:8])[C:20]1[O:24][CH:23]=[CH:22][CH:21]=1 |f:0.1|. Procedure: Following the procedure of Example 1, monoethyl potassium epoxysuccinate (1.0 g) was successively treated with oxalyl chloride (0.75 g) and furfurylamine (0.98 g) to give 0.57 g of ethyl N-furfuryl-2,3-epoxysuccinamate (Compound No. 14) as colorless needles melting at 72°-73° C.